The task is: describe an organic reaction: reactants, conditions, products, and yield. This data is from the Open Reaction Database (ORD), a public repository of structured organic reaction records. Starting materials: COC(=O)C1(CCC1)CCCCBr (1-(4-bromobutyl)cyclobutane carboxylic acid methyl ester), CS.[Na] (sodium methylmercaptan). Product: COC(=O)C1(CCC1)CCCCSC (1-[4-(Methylthio)butyl]cyclobutane carboxylic acid methyl ester). RXN SMILES: [CH3:1][O:2][C:3]([C:5]1([CH2:9][CH2:10][CH2:11][CH2:12]Br)[CH2:8][CH2:7][CH2:6]1)=[O:4].[CH3:14][SH:15].[Na]>>[CH3:1][O:2][C:3]([C:5]1([CH2:9][CH2:10][CH2:11][CH2:12][S:15][CH3:14])[CH2:8][CH2:7][CH2:6]1)=[O:4] |f:1.2,^1:15|. Procedure details: 1-[4-(Methylthio)butyl]cyclobutane carboxylic acid methyl ester was prepared from 1-(4-bromobutyl)cyclobutane carboxylic acid methyl ester and sodium methylmercaptan using the procedure described in example 172. The reactants are Cc1cccc(NN)n1, CCO, CCOC(=O)C1CCCC1=O. Yields the product CCOC(=O)C1CCCC1=NNc1cccc(C)n1. Reaction SMILES: [CH3:12][c:13]1[cH:14][cH:15][cH:16][c:17]([NH:19][NH2:20])[n:18]1.[CH3:21][CH2:22][OH:23].[O:1]=[C:2]1[CH:3]([C:7](=[O:8])[O:9][CH2:10][CH3:11])[CH2:4][CH2:5][CH2:6]1>>[C:2]1(=[N:20][NH:19][c:17]2[cH:16][cH:15][cH:14][c:13]([CH3:12])[n:18]2)[CH:3]([C:7](=[O:8])[O:9][CH2:10][CH3:11])[CH2:4][CH2:5][CH2:6]1. The reactants are [N+](=O)([O-])C1=C(C(Cl)Cl)C=CC=C1C (2-nitro-3-methyl benzal chloride), [N+](=O)([O-])C1=C(CCl)C=CC=C1C (2-nitro-3-methyl benzyl chloride), C(Cl)Cl (methylene chloride), [OH-].[Na+] (sodium hydroxide). Reagents/catalysts: [Cl-].C(CCCCCCCCCCC)[N+](C)(C)C (n-dodecyl trimethyl ammonium chloride). Solvent: C(C)(C)(C)O (t-butyl alcohol), C(Cl)(Cl)(Cl)Cl (carbon tetrachloride). Product: [N+](=O)([O-])C1=C(C=CC=C1C)C(Cl)(Cl)Cl (2-Nitro-3-Methylbenzotrichloride). RXN SMILES: [N+:1]([C:4]1[C:12]([CH3:13])=[CH:11][CH:10]=[CH:9][C:5]=1[CH:6]([Cl:8])[Cl:7])([O-:3])=[O:2].[N+](C1C(C)=CC=CC=1C[Cl:20])([O-])=O.C(Cl)Cl.[OH-].[Na+]>[Cl-].C([N+](C)(C)C)CCCCCCCCCCC.C(O)(C)(C)C.C(Cl)(Cl)(Cl)Cl>[N+:1]([C:4]1[C:12]([CH3:13])=[CH:11][CH:10]=[CH:9][C:5]=1[C:6]([Cl:20])([Cl:7])[Cl:8])([O-:3])=[O:2] |f:3.4,5.6|. Reported procedure: 9.6 gms of 2-nitro-3-methyl benzal chloride (prepared by chlorination of 2-nitro-m-tolualdehyde with thionyl chloride), 9.6 gms of 2-nitro-3-methyl benzyl chloride, 0.6 gms of n-dodecyl trimethyl ammonium chloride, 160 ml of methylene chloride, 100 ml of carbon tetrachloride, 250 ml of 50% sodium hydroxide, and 10 gms of t-butyl alcohol were charged into a reaction vessel. The mixture was refluxed for 31/2 hours, cooled, solvent extracted, distilled and recrystallized to 16.0 gms of product as d... Reactants: 1-chloracetyl-4-(4-benzonitrile)-piperazine, [N+](=O)([O-])C1=C(C=C(C=C1)N[C@@H]1CC[C@H](CC1)O)C(F)(F)F (trans-4-(4-nitro-3-trifluoromethyl-phenylamino)-cyclohexanol), 1-chloracetyl-4-(4-benzonitrile)-piperazine, ClCC(=O)N1CCN(CC1)C1=CC=C(C#N)C=C1 (4-[4-(2-chloroacetyl)-piperazin-1-yl]-benzonitrile), N1(CCNCC1)C1=CC=C(C#N)C=C1 (4-(piperazin-1-yl)-benzonitrile), ClCC(=O)Cl (chloroacetyl chloride). Product: [N+](=O)([O-])C1=C(C=C(C=C1)N[C@@H]1CC[C@H](CC1)OCC(=O)N1CCN(CC1)C1=CC=C(C#N)C=C1)C(F)(F)F (4-(4-{2-[trans-4-(4-nitro-3-trifluoromethyl-phenylamino)-cyclohexyloxy]-acetyl]-piperazin-1-yl)-benzonitrile), product. Yield: 39.0%. As a reaction SMILES: Cl[CH2:2][C:3]([N:5]1[CH2:10][CH2:9][N:8]([C:11]2[CH:18]=[CH:17][C:14]([C:15]#[N:16])=[CH:13][CH:12]=2)[CH2:7][CH2:6]1)=[O:4].N1(C2C=CC(C#N)=CC=2)CCNCC1.ClCC(Cl)=O.[N+:38]([C:41]1[CH:46]=[CH:45][C:44]([NH:47][C@H:48]2[CH2:53][CH2:52][C@H:51]([OH:54])[CH2:50][CH2:49]2)=[CH:43][C:42]=1[C:55]([F:58])([F:57])[F:56])([O-:40])=[O:39]>>[N+:38]([C:41]1[CH:46]=[CH:45][C:44]([NH:47][C@H:48]2[CH2:53][CH2:52][C@H:51]([O:54][CH2:2][C:3]([N:5]3[CH2:10][CH2:9][N:8]([C:11]4[CH:18]=[CH:17][C:14]([C:15]#[N:16])=[CH:13][CH:12]=4)[CH2:7][CH2:6]3)=[O:4])[CH2:50][CH2:49]2)=[CH:43][C:42]=1[C:55]([F:56])([F:57])[F:58])([O-:40])=[O:39]. Procedure details: 4-(4-{2-[Trans-4-(4-nitro-3-trifluoromethyl-phenylamino)-cyclohexyloxy]-acetyl}-piperazin-1-yl)-benzonitrile was prepared using a two-step synthesis. In the first step, 1-chloracetyl-4-(4-benzonitrile)-piperazine (also known as 4-[4-(2-chloroacetyl)-piperazin-1-yl]-benzonitrile) was prepared from 4-(piperazin-1-yl)-benzonitrile and chloroacetyl chloride using the procedure illustrated in Example 4. In the second step, the 4-(4-{2-[trans-4-(4-nitro-3-trifluoromethyl-phenylamino)-cyclohexyloxy]-ac... The reactants are C=O (paraformaldehyde), Cl.CNC (dimethylamine hydrochloride), C=O (paraformaldehyde), C(C)O (ethanol), C(C)OC(=O)COC1=C(\C=C/2\C(CCC2)=O)C=CC=C1 (2-(E)-(2-ethoxycarbonylmethoxylbenzylidene) cyclopentanone). The reagents and catalysts are Cl (hydrochloric acid). Solvent: O (water). Reaction conditions: time 10 minute. Yields the product Cl.CN(C)CC1C(/C(/CC1)=C/C1=C(C=CC=C1)OCC(=O)OCC)=O (2-Dimethylaminomethyl-5-(E)-(2-ethoxycarbonylmethoxyl-benzylidene) cyclopentanone hydrochloride). Reaction SMILES: [ClH:1].[CH3:2][NH:3][CH3:4].C=O.[CH2:7](O)C.[CH2:10]([O:12][C:13]([CH2:15][O:16][C:17]1[CH:29]=[CH:28][CH:27]=[CH:26][C:18]=1/[CH:19]=[C:20]1/[C:21](=[O:25])[CH2:22][CH2:23][CH2:24]/1)=[O:14])[CH3:11]>Cl.O>[ClH:1].[CH3:2][N:3]([CH2:7][CH:22]1[CH2:23][CH2:24]/[C:20](=[CH:19]\[C:18]2[CH:26]=[CH:27][CH:28]=[CH:29][C:17]=2[O:16][CH2:15][C:13]([O:12][CH2:10][CH3:11])=[O:14])/[C:21]1=[O:25])[CH3:4] |f:0.1,7.8|. Reported procedure: 2.0 g of dimethylamine hydrochloride, 1.8 g of paraformaldehyde and 30 ml of ethanol were added with 3 drops of concentrated hydrochloric acid to 6.5 g of 2-(E)-(2-ethoxycarbonylmethoxylbenzylidene) cyclopentanone. After refluxing for about 2 hours, the resulting solution was treated with 0.7 g of paraformaldehyde and then refluxed for about 2 additional hours. After the solvent was removed in vacuo, a syrupy residue was obtained. Then 100 ml of water was added to the residue, stirred for about ... Starting materials: CC(C)(C)OC(=O)Nc1ccc(Br)cn1, CC(C)(C)[Mg+], C1CCOC1, [Cl-], N#C[Cu]. The product is CC(C)(C)OC(=O)Nc1ccc(C(C)(C)C)cn1. RXN SMILES: [Br:10][c:11]1[cH:12][cH:13][c:14]([NH:17][C:18]([O:19][C:20]([CH3:21])([CH3:22])[CH3:23])=[O:24])[n:15][cH:16]1.[C:5]([CH3:6])([CH3:7])([CH3:8])[Mg+:9].[CH2:25]1[O:26][CH2:27][CH2:28][CH2:29]1.[Cl-:4].[Cu:1][C:2]#[N:3]>>[C:5]([CH3:6])([CH3:7])([CH3:8])[c:11]1[cH:12][cH:13][c:14]([NH:17][C:18]([O:19][C:20]([CH3:21])([CH3:22])[CH3:23])=[O:24])[n:15][cH:16]1.